From a dataset of the Open Reaction Database (ORD), a public repository of structured organic reaction records. describe an organic reaction: reactants, conditions, products, and yield Starting materials: BrCCCCCCOCCCCC#CC1=NC=CN=C1 ([6-[(6-bromohexyl)oxy]-1-hexynyl]pyrazine). Reagents/catalysts: [Pd] (palladium on carbon). Run in C(C)O (ethanol), C(C)O (ethanol). Reaction conditions: time 11 hour. The product is BrCCCCCCOCCCCCCC1=NC=CN=C1 ([6-[(6-Bromohexyl)oxy]hexyl]pyrazine). The yield is 87.7%. Reaction SMILES: [Br:1][CH2:2][CH2:3][CH2:4][CH2:5][CH2:6][CH2:7][O:8][CH2:9][CH2:10][CH2:11][CH2:12][C:13]#[C:14][C:15]1[CH:20]=[N:19][CH:18]=[CH:17][N:16]=1>C(O)C.[Pd]>[Br:1][CH2:2][CH2:3][CH2:4][CH2:5][CH2:6][CH2:7][O:8][CH2:9][CH2:10][CH2:11][CH2:12][CH2:13][CH2:14][C:15]1[CH:20]=[N:19][CH:18]=[CH:17][N:16]=1. Procedure: A solution of [6-[(6-bromohexyl)oxy]-1-hexynyl]pyrazine (2.76 g) in ethanol (70 ml) was added to a pre-hydrogenated suspension of 10% palladium on carbon (2.00 g) in ethanol (50 ml) and hydrogenated at room temperature and pressure for 11 h. The mixture was filtered through hyflo and evaporated in vaco to afford the title compound as a colourless oil (2.45 g), t.l.c. (ether) Rf 0.55. Starting materials: Cl.C1(=CC=C(C=C1)C(=O)N(N)C1=CC=CC=C1)C (1-(4-Toluoyl)-1-phenylhydrazine hydrochloride), C(C)(=O)O (acetic acid), CCOC(=O)C1CCC(=O)CC1 (ethyl cyclohexanone-4-carboxylate), ethylene ketal, C(C)(=O)O (acetic acid), Cl (hydrogen chloride). The solvent is O (water). The product is C1(=CC=C(C=C1)C(=O)N1C2=CC=CC=C2C=2CC(CCC12)C(=O)OCC)C (Ethyl 9-(4-toluoyl)-1,2,3,4-tetrahydrocarbazole-3-carboxylate). As a reaction SMILES: Cl.[C:2]1([CH3:18])[CH:7]=[CH:6][C:5]([C:8]([N:10]([C:12]2[CH:17]=[CH:16][CH:15]=[CH:14][CH:13]=2)N)=[O:9])=[CH:4][CH:3]=1.[CH3:19][CH2:20][O:21][C:22]([CH:24]1[CH2:30][CH2:29][C:27](=O)[CH2:26][CH2:25]1)=[O:23].C(O)(=O)C.Cl>O>[C:2]1([CH3:18])[CH:7]=[CH:6][C:5]([C:8]([N:10]2[C:27]3[CH2:29][CH2:30][CH:24]([C:22]([O:21][CH2:20][CH3:19])=[O:23])[CH2:25][C:26]=3[C:17]3[C:12]2=[CH:13][CH:14]=[CH:15][CH:16]=3)=[O:9])=[CH:4][CH:3]=1 |f:0.1|. Reported procedure: 1-(4-Toluoyl)-1-phenylhydrazine hydrochloride (13 g.) and 8.7 g. of ethyl cyclohexanone-4-carboxylate (prepared in situ from the corresponding ethylene ketal) in 40 ml. glacial acetic acid, and 5 ml. glacial acetic acid saturated with hydrogen chloride was warmed on a steam bath for thirty minutes, diluted with water and extracted with ether. The ether extracts were washed with potassium bicarbonate solution and water, dried, and evaporated to dryness. The residue was chromatographed on silica g...